This data is from the Open Reaction Database (ORD), a public repository of structured organic reaction records. The task is: describe an organic reaction: reactants, conditions, products, and yield The reactants are C1(CCCC1)C1=CC=C(C=C1)O (4-cyclopentylphenol), ClC1=C(OCCCOC2=CC=C3CC[C@@](OC3=C2)(C(=O)O)C)C=CC(=C1)C1CCCCC1 ((2R)-7-(3-(2-Chloro-4-cyclohexylphenoxy)propoxy)-2-methylchromane-2-carboxylic acid). The product is ClC1=C(OCCCOC2=CC=C3CC[C@@](OC3=C2)(C(=O)O)C)C=CC(=C1)C1CCCC1 ((2R)-7-(3-(2-Chloro-4-cyclopentylphenoxy)propoxy)-2-methylchromane-2-carboxylic acid). RXN SMILES: C1(C2C=CC(O)=CC=2)CCCC1.[Cl:13][C:14]1[CH:38]=[C:37]([CH:39]2C[CH2:43][CH2:42][CH2:41][CH2:40]2)[CH:36]=[CH:35][C:15]=1[O:16][CH2:17][CH2:18][CH2:19][O:20][C:21]1[CH:30]=[C:29]2[C:24]([CH2:25][CH2:26][C@:27]([CH3:34])([C:31]([OH:33])=[O:32])[O:28]2)=[CH:23][CH:22]=1>>[Cl:13][C:14]1[CH:38]=[C:37]([CH:39]2[CH2:40][CH2:41][CH2:42][CH2:43]2)[CH:36]=[CH:35][C:15]=1[O:16][CH2:17][CH2:18][CH2:19][O:20][C:21]1[CH:30]=[C:29]2[C:24]([CH2:25][CH2:26][C@:27]([CH3:34])([C:31]([OH:33])=[O:32])[O:28]2)=[CH:23][CH:22]=1. Procedure: The title compound was prepared following the procedures described in Example 5, Steps B-E employing 4-cyclopentylphenol instead of 4-(2,2,2-trifluoroethoxy)phenol, and (2R)-methyl 2-methyl-7-hydroxychromane-2-carboxylate (Example 23, Step A) instead of ethyl 7-hydroxychromane-2-carboxylate. Starting materials: CO, C=CCn1ccc2c(Cl)ncnc21, C#Cc1cccc(N)c1. Product: C#Cc1cccc(Nc2ncnc3c2ccn3CC=C)c1. Reaction SMILES: [CH3:23][OH:24].[Cl:1][c:2]1[c:3]2[c:4]([n:5][cH:6][n:7]1)[n:8]([CH2:11][CH:12]=[CH2:13])[cH:9][cH:10]2.[NH2:14][c:15]1[cH:16][c:17]([C:21]#[CH:22])[cH:18][cH:19][cH:20]1>>[c:2]1([NH:14][c:15]2[cH:16][c:17]([C:21]#[CH:22])[cH:18][cH:19][cH:20]2)[c:3]2[c:4]([n:5][cH:6][n:7]1)[n:8]([CH2:11][CH:12]=[CH2:13])[cH:9][cH:10]2. Reactants: Cl (hydrochloric acid), FC(CCC(=O)Cl)([N+](=O)[O-])[N+](=O)[O-] (4-fluoro-4,4-dinitrobutyryl chloride), N1=CC=CC=C1 (pyridine), FC(C(=O)NN)(C(F)(F)F)F (N-(perfluoropropionyl)hydrazine). Solvent: C(C)OCC (diethyl ether). Reaction conditions: time 5 minute. Product: FC(CCC(=O)NNC(C(C(F)(F)F)(F)F)=O)([N+](=O)[O-])[N+](=O)[O-] (N-(4-fluoro-4,4-dinitrobutyryl)-N'-(perfluoropropionyl)hydrazine). RXN SMILES: [F:1][C:2]([N+:11]([O-:13])=[O:12])([N+:8]([O-:10])=[O:9])[CH2:3][CH2:4][C:5](Cl)=[O:6].[F:14][C:15]([F:24])([C:20]([F:23])([F:22])[F:21])[C:16]([NH:18][NH2:19])=[O:17].N1C=CC=CC=1.Cl>C(OCC)C>[F:1][C:2]([N+:11]([O-:13])=[O:12])([N+:8]([O-:10])=[O:9])[CH2:3][CH2:4][C:5]([NH:19][NH:18][C:16](=[O:17])[C:15]([F:14])([F:24])[C:20]([F:22])([F:23])[F:21])=[O:6]. Procedure details: To a solution of 0.95 g (0.0045 mole) of 4-fluoro-4,4-dinitrobutyryl chloride in 20 mL of anhydrous diethyl ether stirred at 20° C. was added 0.8 g (0.0045 mole) of N-(perfluoropropionyl)hydrazine followed by the dropwise addition of 0.4 mL of pyridine. After 5 minutes, dilute hydrochloric acid (10 mL) was added, the ether layer was separated, dried (Na2SO4) and the volatiles were removed to give the product N-(4-fluoro-4,4-dinitrobutyryl)-N'-(perfluoropropionyl)hydrazine, 1.05 g, mp 128°-132° C... The reactants are C1(CC1)NCCCNC1=C(C=C(C=C1)S(=O)(=O)N)[N+](=O)[O-] (4-(3-(cyclopropylamino)propylamino)-3-nitrobenzenesulfonamide), O1CC(C1)=O (oxetan-3-one), C(C)(=O)O[BH-](OC(C)=O)OC(C)=O.[Na+] (sodium triacetoxyborohydride). Run in ClCCl (dichloromethane), ClCCl (dichloromethane). Run at time 8 hour. Yields the product C1(CC1)N(CCCNC1=C(C=C(C=C1)S(=O)(=O)N)[N+](=O)[O-])C1COC1 (4-(3-(cyclopropyl(oxetan-3-yl)amino)propylamino)-3-nitrobenzenesulfonamide). As a reaction SMILES: [CH:1]1([NH:4][CH2:5][CH2:6][CH2:7][NH:8][C:9]2[CH:14]=[CH:13][C:12]([S:15]([NH2:18])(=[O:17])=[O:16])=[CH:11][C:10]=2[N+:19]([O-:21])=[O:20])[CH2:3][CH2:2]1.[O:22]1[CH2:25][C:24](=O)[CH2:23]1.C(O[BH-](OC(=O)C)OC(=O)C)(=O)C.[Na+]>ClCCl>[CH:1]1([N:4]([CH:24]2[CH2:25][O:22][CH2:23]2)[CH2:5][CH2:6][CH2:7][NH:8][C:9]2[CH:14]=[CH:13][C:12]([S:15]([NH2:18])(=[O:16])=[O:17])=[CH:11][C:10]=2[N+:19]([O-:21])=[O:20])[CH2:3][CH2:2]1 |f:2.3|. Reported procedure: To a solution of EXAMPLE 308A (314 mg) in dichloromethane (5 mL) was added oxetan-3-one (72 mg) followed by sodium triacetoxyborohydride (318 mg). The mixture was stirred overnight. The mixture was diluted with dichloromethane (300 mL) and washed with aqueous NaHCO3, water and brine and dried over Na2SO4. After filtration, evaporation of the solvent gave the crude title compound.